Dataset: the Open Reaction Database (ORD), a public repository of structured organic reaction records. Task: describe an organic reaction: reactants, conditions, products, and yield The reactants are Clc1nn2c(-c3ccccc3)nnc2cc1C12CCC(CC1)C2, C[Si](C)(C)[N-][Si](C)(C)C, CN(C)C=O, CS(C)=O, [Li+], O, OCc1ccccn1. The product is c1ccc(-c2nnc3cc(C45CCC(CC4)C5)c(OCc4ccccn4)nn23)cc1. RXN SMILES: [C:1]12([c:8]3[cH:9][c:10]4[n:11]([n:12][c:13]3[Cl:14])[c:15](-[c:18]3[cH:19][cH:20][cH:21][cH:22][cH:23]3)[n:16][n:17]4)[CH2:2][CH2:3][CH:4]([CH2:5][CH2:6]1)[CH2:7]2.[CH3:32][Si:33]([N-:34][Si:35]([CH3:36])([CH3:37])[CH3:38])([CH3:39])[CH3:40].[CH3:43][N:44]([CH3:45])[CH:46]=[O:47].[CH3:48][S:49]([CH3:50])=[O:51].[Li+:41].[OH2:42].[n:24]1[c:25]([CH2:30][OH:31])[cH:26][cH:27][cH:28][cH:29]1>>[C:1]12([c:8]3[cH:9][c:10]4[n:11]([n:12][c:13]3[O:31][CH2:30][c:25]3[n:24][cH:29][cH:28][cH:27][cH:26]3)[c:15](-[c:18]3[cH:19][cH:20][cH:21][cH:22][cH:23]3)[n:16][n:17]4)[CH2:2][CH2:3][CH:4]([CH2:5][CH2:6]1)[CH2:7]2. Starting materials: COC (methyl ether), [Al+3].[Cl-].[Cl-].[Cl-] (AlCl3), C(C(F)(F)F)(C(F)(F)F)C(F)(F)OC ((CF3)2CHCF2OCH3), CF (CH3F). The product is C(C(F)(F)F)(C(F)(F)F)C(=O)F ((CF3)2CHCOF). The yield is 2.9%. RXN SMILES: COC.[Al+3].[Cl-].[Cl-].[Cl-].[CH:8]([C:17]([O:20]C)(F)[F:18])([C:13]([F:16])([F:15])[F:14])[C:9]([F:12])([F:11])[F:10].CF>>[CH:8]([C:17]([F:18])=[O:20])([C:9]([F:11])([F:10])[F:12])[C:13]([F:16])([F:15])[F:14] |f:1.2.3.4|. Procedure: The above methyl ether, 48.5 g (0.209 mol), and 1 g of AlCl3 were refluxed together for 15 hours and treated as described in Comparative Example 1. An amount of 43.8 g of unreacted (CF3)2CHCF2OCH3 was recovered, together with 1.1 g of (CF3)2CHCOF (2.7% yield) and 0.75 g of CH3F. No improvement in product was obtained when the reactants were heated in a sealed tube at 120° for 4 hours. As a reaction SMILES: [C:28](=[O:29])([OH:30])[O-:31].[Cl:1][c:2]1[c:3]([C:4](=[O:5])[NH2:6])[cH:7][c:8]([C:11]([F:12])([F:13])[F:14])[cH:9][n:10]1.[Cl:33][CH2:34][Cl:35].[F:15][C:16]([F:17])([F:18])[C:19]([O:20][C:21](=[O:22])[C:23]([F:24])([F:25])[F:26])=[O:27].[Na+:32]>>[Cl:1][c:2]1[c:3]([C:4]#[N:6])[cH:7][c:8]([C:11]([F:12])([F:13])[F:14])[cH:9][n:10]1. Product: N#Cc1cc(C(F)(F)F)cnc1Cl. The reactants are O=C([O-])O, NC(=O)c1cc(C(F)(F)F)cnc1Cl, ClCCl, O=C(OC(=O)C(F)(F)F)C(F)(F)F, [Na+]. Run in ClCCl (dichloromethane). Run at time 1.5 hour. RXN SMILES: [F:1][C:2]([F:29])([F:28])[C:3]1[CH:4]=[C:5]([CH:21]=[C:22]([C:24]([F:27])([F:26])[F:25])[CH:23]=1)[CH2:6][O:7][CH2:8][C:9]1([C:15]2[CH:20]=[CH:19][CH:18]=[CH:17][CH:16]=2)[CH2:13][CH2:12][CH:11]([OH:14])[CH2:10]1.[Cr](Cl)([O-])(=O)=O.[NH+]1C=CC=CC=1>ClCCl>[F:1][C:2]([F:28])([F:29])[C:3]1[CH:4]=[C:5]([CH:21]=[C:22]([C:24]([F:27])([F:26])[F:25])[CH:23]=1)[CH2:6][O:7][CH2:8][C:9]1([C:15]2[CH:20]=[CH:19][CH:18]=[CH:17][CH:16]=2)[CH2:13][CH2:12][C:11](=[O:14])[CH2:10]1 |f:1.2|. Starting materials: FC(C=1C=C(COCC2(CC(CC2)O)C2=CC=CC=C2)C=C(C1)C(F)(F)F)(F)F (3-((3,5-bis(trifluoromethyl)benzyloxy)methyl)-3-phenylcyclopentanol), [Cr](=O)(=O)([O-])Cl.[NH+]1=CC=CC=C1 (pyridinium chlorochromate). Procedure: To a solution of 3-((3,5-bis(trifluoromethyl)benzyloxy)methyl)-3-phenylcyclopentanol (142 mg) in dichloromethane (10 mL) at room temperature were added pyridinium chlorochromate (146 mg) and powdered 4 A° molecular sieves (146 mg), and the resulting mixture was stirred at room temperature for 1.5 h and then filtered through a small pad of silica gel. The filtrate was evaporated in vacuo and the residue was purified by preparative TLC eluting with 30% ethyl acetate/70% hexanes to give the title c... Product: FC(C=1C=C(COCC2(CC(CC2)=O)C2=CC=CC=C2)C=C(C1)C(F)(F)F)(F)F (3-((3,5-Bis(trifluoromethyl)benzyloxy)methyl)-3-phenylcyclopentanone), material. The reactants are CCO, CC(C)C=C(c1cccc(F)c1)c1cc2cccnc2n1S(=O)(=O)c1ccccc1, [Na+], C1CCOC1, [OH-]. Reaction SMILES: [CH3:33][CH2:34][OH:35].[F:1][c:2]1[cH:3][c:4]([C:8](=[CH:9][CH:10]([CH3:11])[CH3:12])[c:13]2[cH:14][c:15]3[c:16]([n:17][cH:18][cH:19][cH:20]3)[n:21]2[S:22]([c:23]2[cH:24][cH:25][cH:26][cH:27][cH:28]2)(=[O:29])=[O:30])[cH:5][cH:6][cH:7]1.[Na+:32].[O:36]1[CH2:37][CH2:38][CH2:39][CH2:40]1.[OH-:31]>>[F:1][c:2]1[cH:3][c:4]([C:8](=[CH:9][CH:10]([CH3:11])[CH3:12])[c:13]2[cH:14][c:15]3[c:16]([n:17][cH:18][cH:19][cH:20]3)[nH:21]2)[cH:5][cH:6][cH:7]1. Yields the product CC(C)C=C(c1cccc(F)c1)c1cc2cccnc2[nH]1. Reactants: Clc1ncc(Br)c(Cl)n1, CCC(N)CC, CCO, CCN(C(C)C)C(C)C. The product is CCC(CC)Nc1nc(Cl)ncc1Br. As a reaction SMILES: [Br:1][c:2]1[c:3]([Cl:9])[n:4][c:5]([Cl:8])[n:6][cH:7]1.[CH2:10]([CH3:11])[CH:12]([CH2:13][CH3:14])[NH2:15].[CH3:25][CH2:26][OH:27].[CH:16]([N:17]([CH2:18][CH3:19])[CH:20]([CH3:21])[CH3:22])([CH3:23])[CH3:24]>>[Br:1][c:2]1[c:3]([NH:15][CH:12]([CH2:10][CH3:11])[CH2:13][CH3:14])[n:4][c:5]([Cl:8])[n:6][cH:7]1. The reactants are [Al+3], CC(=O)NC1CCCCC1NS(=O)(=O)c1ccc(C)cc1, [H-], [H-], [H-], [H-], [Li+], O. The product is CCNC1CCCCC1NS(=O)(=O)c1ccc(C)cc1. Reaction SMILES: [Al+3:23].[C:1]([CH3:2])(=[O:3])[NH:4][CH:5]1[CH:6]([NH:11][S:12](=[O:13])(=[O:14])[c:15]2[cH:16][cH:17][c:18]([CH3:21])[cH:19][cH:20]2)[CH2:7][CH2:8][CH2:9][CH2:10]1.[H-:22].[H-:25].[H-:26].[H-:27].[Li+:24].[OH2:28]>>[CH2:1]([CH3:2])[NH:4][CH:5]1[CH:6]([NH:11][S:12](=[O:13])(=[O:14])[c:15]2[cH:16][cH:17][c:18]([CH3:21])[cH:19][cH:20]2)[CH2:7][CH2:8][CH2:9][CH2:10]1. Starting materials: [OH-].[Na+] (NaOH), O (water), CO (methanol), C(#N)C=1C=C2C(CCOC2=CC1OC1=CC=C(C=C1)C(NCCC1=CC=CC=C1)=O)C(=O)OC (Methyl 6-cyano-7-(4-(phenethylcarbamoyl)phenoxy)chroman-4-carboxylate). Solvent: C1CCOC1 (THF), C(C)(=O)OCC (ethyl acetate), Cl (HCl). Reaction conditions: time 3 hour. The product is C(#N)C=1C=C2C(CCOC2=CC1OC1=CC=C(C=C1)C(NCCC1=CC=CC=C1)=O)C(=O)O (6-cyano-7-(4-(phenethylcarbamoyl)phenoxy) chroman-4-carboxylic acid). Isolated yield 76.8%. As a reaction SMILES: [C:1]([C:3]1[CH:4]=[C:5]2[C:10](=[CH:11][C:12]=1[O:13][C:14]1[CH:19]=[CH:18][C:17]([C:20](=[O:30])[NH:21][CH2:22][CH2:23][C:24]3[CH:29]=[CH:28][CH:27]=[CH:26][CH:25]=3)=[CH:16][CH:15]=1)[O:9][CH2:8][CH2:7][CH:6]2[C:31]([O:33]C)=[O:32])#[N:2].[OH-].[Na+].O.CO>C1COCC1.C(OCC)(=O)C.Cl>[C:1]([C:3]1[CH:4]=[C:5]2[C:10](=[CH:11][C:12]=1[O:13][C:14]1[CH:15]=[CH:16][C:17]([C:20](=[O:30])[NH:21][CH2:22][CH2:23][C:24]3[CH:25]=[CH:26][CH:27]=[CH:28][CH:29]=3)=[CH:18][CH:19]=1)[O:9][CH2:8][CH2:7][CH:6]2[C:31]([OH:33])=[O:32])#[N:2] |f:1.2|. Procedure details: Methyl 6-cyano-7-(4-(phenethylcarbamoyl)phenoxy)chroman-4-carboxylate (16.1 mg, 0.0353 mmol) was diluted with THF (500 μL) followed by the addition of NaOH (0.0705 mL, 0.353 mmol) and water (100 μL) and methanol (100 μL). After stirring for 3 hours, the reaction was diluted with ethyl acetate and 2N HCl. The layers were separated and the organic layer was dried over MgSO4, filtered and concentrated to yield the title compound (12.0 mg, 76.9% yield). 1H NMR (400 MHz, CD3OD) δ □7.85 (d, 2H), 7.66 ... Starting materials: product, FC(C(=O)O)(F)F (trifluoroacetic acid), S(=O)(Cl)Cl (thionyl chloride), FC(C(=O)[O-])(F)F (trifluoroacetate), N1CCC(CC1)OCC(=O)O (4-piperidinyloxy-acetic acid). Run in ClCCl (dichloromethane), CO (methanol). Yields the product Cl.N1CCC(CC1)OCC(=O)OC (methyl 4-piperidinyloxyacetate hydrochloride). Reaction SMILES: F[C:2](F)(F)C([O-])=O.[NH:8]1[CH2:13][CH2:12][CH:11]([O:14][CH2:15][C:16]([OH:18])=[O:17])[CH2:10][CH2:9]1.FC(F)(F)C(O)=O.S(Cl)([Cl:28])=O>ClCCl.CO>[ClH:28].[NH:8]1[CH2:9][CH2:10][CH:11]([O:14][CH2:15][C:16]([O:18][CH3:2])=[O:17])[CH2:12][CH2:13]1 |f:6.7|. Procedure: By esterifying the trifluoroacetate of 4-piperidinyloxy-acetic acid (prepared by treating the product of Example 1c) with trifluoroacetic acid in dichloromethane) in methanol in the presence of thionyl chloride there is obtained methyl 4-piperidinyloxyacetate hydrochloride, MS (EI): 173 (M)+.